From a dataset of the Open Reaction Database (ORD), a public repository of structured organic reaction records. describe an organic reaction: reactants, conditions, products, and yield The reactants are C[Si](C)(C)[N-][Si](C)(C)C.[K+] (potassium bis(trimethylsily) amide), FC1=C(C(=CC(=C1)F)C)C=1OCC(N1)(C)C (2-(2,4-difluoro-6-methylphenyl)-4,4-dimethyl-4,5-dihydrooxazole), C(C(C)C)#N (isobutyronitrile), C(C)#N.C(=O)=O (acetonitrile dry ice). As a reaction SMILES: [F:1][C:2]1[CH:7]=[C:6](F)[CH:5]=[C:4]([CH3:9])[C:3]=1[C:10]1[O:11][CH2:12][C:13]([CH3:16])([CH3:15])[N:14]=1.[C:17](#[N:21])[CH:18]([CH3:20])[CH3:19].C(#N)C.C(=O)=O.C[Si]([N-][Si](C)(C)C)(C)C.[K+]>O1CCCC1>[CH3:15][C:13]1([CH3:16])[CH2:12][O:11][C:10]([C:3]2[C:4]([CH3:9])=[CH:5][C:6]([C:18]([CH3:20])([CH3:19])[C:17]#[N:21])=[CH:7][C:2]=2[F:1])=[N:14]1 |f:2.3,4.5|. Run in O1CCCC1 (tetrahydrofuran). Reported procedure: A flask containing a solution of 2-(2,4-difluoro-6-methylphenyl)-4,4-dimethyl-4,5-dihydrooxazole (14.84 g, 65.9 mmol) and isobutyronitrile (9.11 g, 132 mmol) in dry tetrahydrofuran (130 ml) was cooled to −15 to −20° C. (acetonitrile/dry ice bath) under an argon atmosphere. A solution of potassium bis(trimethylsily) amide (171 ml, 0.5M in toluene) was added via slow drop-wise addition. The mixture was stirred for 30 minutes at −15° C. and then gradually warmed to 15° C. over about 1.5 hours. The ... Reaction conditions: temperature -15 celsius, time 30 minute. The yield is 99.6%. Product: CC1(N=C(OC1)C1=C(C=C(C=C1C)C(C#N)(C)C)F)C (2-[4-(4,4-dimethyl-4,5-dihydro-oxazol-2-yl)-3-fluoro-5-methyl-phenyl]-2-methyl-propionitrile). The reactants are CNCCNC, CCOC(C)=O, I[Cu]I, Clc1ccc(Oc2ccc(I)cc2)cc1, O=C1CCC(c2ccccc2)N1. The product is O=C1CCC(c2ccccc2)N1c1ccc(Oc2ccc(Cl)cc2)cc1. Reaction SMILES: [CH3:28][NH:29][CH2:30][CH2:31][NH:32][CH3:33].[CH3:37][CH2:38][O:39][C:40](=[O:41])[CH3:42].[Cu:34]([I:35])[I:36].[I:13][c:14]1[cH:15][cH:16][c:17]([O:18][c:19]2[cH:20][cH:21][c:22]([Cl:25])[cH:23][cH:24]2)[cH:26][cH:27]1.[c:1]1([CH:7]2[CH2:8][CH2:9][C:10](=[O:12])[NH:11]2)[cH:2][cH:3][cH:4][cH:5][cH:6]1>>[c:1]1([CH:7]2[CH2:8][CH2:9][C:10](=[O:12])[N:11]2[c:14]2[cH:15][cH:16][c:17]([O:18][c:19]3[cH:20][cH:21][c:22]([Cl:25])[cH:23][cH:24]3)[cH:26][cH:27]2)[cH:2][cH:3][cH:4][cH:5][cH:6]1. Starting materials: O=C(NC(Cc1ccccc1)C(O)CN(OC1CCCCC1)S(=O)(=O)c1cccc([N+](=O)[O-])c1)OC1COC2OCCC12, CCO. As a reaction SMILES: [CH2:1]([c:2]1[cH:3][cH:4][cH:5][cH:6][cH:7]1)[CH:8]([CH:9]([CH2:10][N:11]([S:12](=[O:13])(=[O:14])[c:15]1[cH:16][c:17]([N+:21]([O-:22])=[O:23])[cH:18][cH:19][cH:20]1)[O:24][CH:25]1[CH2:26][CH2:27][CH2:28][CH2:29][CH2:30]1)[OH:31])[NH:32][C:33]([O:34][CH:35]1[CH2:36][O:37][CH:38]2[O:39][CH2:40][CH2:41][CH:42]12)=[O:43].[CH3:44][CH2:45][OH:46]>>[CH2:1]([c:2]1[cH:3][cH:4][cH:5][cH:6][cH:7]1)[CH:8]([CH:9]([CH2:10][N:11]([S:12](=[O:13])(=[O:14])[c:15]1[cH:16][c:17]([NH2:21])[cH:18][cH:19][cH:20]1)[O:24][CH:25]1[CH2:26][CH2:27][CH2:28][CH2:29][CH2:30]1)[OH:31])[NH:32][C:33]([O:34][CH:35]1[CH2:36][O:37][CH:38]2[O:39][CH2:40][CH2:41][CH:42]12)=[O:43]. The product is Nc1cccc(S(=O)(=O)N(CC(O)C(Cc2ccccc2)NC(=O)OC2COC3OCCC23)OC2CCCCC2)c1.